From a dataset of the Open Reaction Database (ORD), a public repository of structured organic reaction records. describe an organic reaction: reactants, conditions, products, and yield The reactants are ClC1=CC=C(C=C1)S(=O)(=O)NC1CC2=CC=C(C=C2C1)C(=CCCCC(=O)O)C=1C=NC=CC1 (6-(2-(4-chlorobenzenesulphonylamino)indan-5-yl)-6-(3-pyridyl)hex-5-enoic acid). Reagents/catalysts: [Pd] (palladium/charcoal). Solvent: [OH-].[Na+] (sodium hydroxide). Reaction conditions: time 12 hour. Yields the product ClC1=CC=C(C=C1)S(=O)(=O)NC1CC2=CC=C(C=C2C1)C(CCCCC(=O)O)C=1C=NC=CC1 (6-(2-(4-Chlorobenzenesulphonylamino)indan-5-yl)-6-(3-pyridyl)hexanoic acid). As a reaction SMILES: [Cl:1][C:2]1[CH:7]=[CH:6][C:5]([S:8]([NH:11][CH:12]2[CH2:20][C:19]3[C:14](=[CH:15][CH:16]=[C:17]([C:21]([C:29]4[CH:30]=[N:31][CH:32]=[CH:33][CH:34]=4)=[CH:22][CH2:23][CH2:24][CH2:25][C:26]([OH:28])=[O:27])[CH:18]=3)[CH2:13]2)(=[O:10])=[O:9])=[CH:4][CH:3]=1>[OH-].[Na+].[Pd]>[Cl:1][C:2]1[CH:7]=[CH:6][C:5]([S:8]([NH:11][CH:12]2[CH2:20][C:19]3[C:14](=[CH:15][CH:16]=[C:17]([CH:21]([C:29]4[CH:30]=[N:31][CH:32]=[CH:33][CH:34]=4)[CH2:22][CH2:23][CH2:24][CH2:25][C:26]([OH:28])=[O:27])[CH:18]=3)[CH2:13]2)(=[O:10])=[O:9])=[CH:4][CH:3]=1 |f:1.2|. Procedure: 3.0 g of 6-(2-(4-chlorobenzenesulphonylamino)indan-5-yl)-6-(3-pyridyl)hex-5-enoic acid are dissolved in 50 ml of 0.3N sodium hydroxide solution and hydrogenated with 1 g of palladium/charcoal at 40° C. and 3.5 bar for 12 hours. The catalyst is then removed by suction filtering and the filtrate is adjusted to pH 4 to 5. The product precipitated is separated off and taken up in chloroform. The organic extract is washed with water, dried and evaporated down. Then the mixture is chromatographed over... The reactants are FC(C1=NC=CC(=C1)C=1C=NC(=CC1)[C@H](C)N)(F)F ((S)-1-(2′-(trifluoromethyl)-[3,4′-bipyridin]-6-yl)ethanamine), F[C@@H](C)[C@@H]1N(C(OC1)=O)C1=NC(=NC=C1)F ((R)-4-((S)-1-fluoroethyl)-3-(2-fluoropyrimidin-4-yl)oxazolidin-2-one), CCN(C(C)C)C(C)C (DIPEA). Solvent: CS(=O)C (DMSO). Yields the product F[C@@H](C)[C@@H]1N(C(OC1)=O)C1=NC(=NC=C1)N[C@@H](C)C1=CC=C(C=N1)C1=CC(=NC=C1)C(F)(F)F ((R)-4-((S)-1-fluoroethyl)-3-(2-(((S)-1-(2′-(trifluoromethyl)-[3,4′-bipyridin]-6-yl)ethyl)amino)pyrimidin-4-yl)oxazolidin-2-one). The yield is 67.2%. As a reaction SMILES: [F:1][C:2]([F:19])([F:18])[C:3]1[CH:8]=[C:7]([C:9]2[CH:10]=[N:11][C:12]([C@@H:15]([NH2:17])[CH3:16])=[CH:13][CH:14]=2)[CH:6]=[CH:5][N:4]=1.[F:20][C@H:21]([C@H:23]1[CH2:27][O:26][C:25](=[O:28])[N:24]1[C:29]1[CH:34]=[CH:33][N:32]=[C:31](F)[N:30]=1)[CH3:22].CCN(C(C)C)C(C)C>CS(C)=O>[F:20][C@H:21]([C@H:23]1[CH2:27][O:26][C:25](=[O:28])[N:24]1[C:29]1[CH:34]=[CH:33][N:32]=[C:31]([NH:17][C@H:15]([C:12]2[N:11]=[CH:10][C:9]([C:7]3[CH:6]=[CH:5][N:4]=[C:3]([C:2]([F:1])([F:18])[F:19])[CH:8]=3)=[CH:14][CH:13]=2)[CH3:16])[N:30]=1)[CH3:22]. Procedure details: A solution of (S)-1-(2′-(trifluoromethyl)-[3,4′-bipyridin]-6-yl)ethanamine (27 mg, 0.10 mmol), (R)-4-((S)-1-fluoroethyl)-3-(2-fluoropyrimidin-4-yl)oxazolidin-2-one (23 mg, 0.10 mmol) and DIPEA (52.4 μl, 0.30 mmol) in DMSO (500 μl) was heated at 110° C. for 1 hr. The solution was then cooled to rt and RP-HPLC purification (acetonitrile:water) provided the 32 mg of the major product as a white solid. 1H NMR (400 MHz, MeOD) δ 8.98 (s, 1H), 8.79 (d, J=5.1 Hz, 1H), 8.23 (dd, J=8.2, 2.4 Hz, 1H), 8.17 ... The product is Cl.CC1C2(CC2CN1)C1=CC=C(C=C1)C (2-methyl-1-(p-tolyl)-3-azabicyclo[3.1.0]hexane hydrochloride). Reaction SMILES: [C:1]1([CH3:14])[CH:6]=[CH:5][C:4]([C:7]23[CH2:12][CH:11]2[CH2:10][NH:9][C:8]3=O)=[CH:3][CH:2]=1.[CH3:15][Li].[BH4-].[Na+].[ClH:19]>CCOCC.CO>[ClH:19].[CH3:15][CH:8]1[NH:9][CH2:10][CH:11]2[C:7]1([C:4]1[CH:5]=[CH:6][C:1]([CH3:14])=[CH:2][CH:3]=1)[CH2:12]2 |f:2.3,7.8|. Procedure details: Using the method of M. Takeda, et al., Chem. Pharm. Bull., 24, 2312 (1976), 1-(p-tolyl)-3-azabicyclo[3.1.0]hexan-2-one is reacted with methyllithium followed by sodium borohydride. Excess reagents are decomposed with methanol, followed by 1N hydrochloric acid, and then 1N sodium hydroxide and then evaporation of the solution gives a residue which is dissolved in ether. This solution is dried over sodium sulfate and filtered, and to the filtrate is added dry hydrogen chloride. Filtration of this ... The solvent is CCOCC (ether), CO (methanol). Reactants: Cl (hydrochloric acid), C1(=CC=C(C=C1)C12C(NCC2C1)=O)C (1-(p-tolyl)-3-azabicyclo[3.1.0]hexan-2-one), C[Li] (methyllithium), [BH4-].[Na+] (sodium borohydride). The reactants are C(C)(C)(C)OC(=O)N(C1=NC=C(C=C1C1=CC(=NO1)C1=C(C=C(C=C1)CN(C(OC(C)(C)C)=O)C)F)B1OC(C(O1)(C)C)(C)C)C(=O)OC(C)(C)C (tert-butyl N-[[4-[5-[2-[bis(tert-butoxycarbonyl)amino]-5-(4,4,5,5-tetramethyl-1,3,2-dioxaborolan-2-yl)-3-pyridyl]isoxazol-3-yl]-3-fluoro-phenyl]methyl]-N-methyl-carbamate), BrC1=NC=C(C=C1)S(=O)(=O)C(C)C (2-bromo-5-isopropylsulfonyl-pyridine), C(=O)([O-])[O-].[Na+].[Na+] (Na2CO3). Reagents/catalysts: Cl[Pd]([P](C1=CC=CC=C1)(C2=CC=CC=C2)C3=CC=CC=C3)([P](C4=CC=CC=C4)(C5=CC=CC=C5)C6=CC=CC=C6)Cl (Pd(PPh3)2Cl2). Run in CN(C)C=O (DMF). Run at temperature 95 celsius, time 2 hour. Yields the product C(C)(C)(C)OC(=O)N(C1=NC=C(C=C1C1=CC(=NO1)C1=C(C=C(C=C1)CN(C(OC(C)(C)C)=O)C)F)C1=NC=C(C=C1)S(=O)(=O)C(C)C)C(=O)OC(C)(C)C (tert-butyl N-[[4-[5-[2-[bis(tert-butoxycarbonyl)amino]-5-(5-isopropylsulfonyl-2-pyridyl)-3-pyridyl]isoxazol-3-yl]-3-fluoro-phenyl]methyl]-N-methyl-carbamate). RXN SMILES: [C:1]([O:5][C:6]([N:8]([C:46]([O:48][C:49]([CH3:52])([CH3:51])[CH3:50])=[O:47])[C:9]1[C:14]([C:15]2[O:19][N:18]=[C:17]([C:20]3[CH:25]=[CH:24][C:23]([CH2:26][N:27]([CH3:35])[C:28](=[O:34])[O:29][C:30]([CH3:33])([CH3:32])[CH3:31])=[CH:22][C:21]=3[F:36])[CH:16]=2)=[CH:13][C:12](B2OC(C)(C)C(C)(C)O2)=[CH:11][N:10]=1)=[O:7])([CH3:4])([CH3:3])[CH3:2].Br[C:54]1[CH:59]=[CH:58][C:57]([S:60]([CH:63]([CH3:65])[CH3:64])(=[O:62])=[O:61])=[CH:56][N:55]=1.C([O-])([O-])=O.[Na+].[Na+]>CN(C=O)C.Cl[Pd](Cl)([P](C1C=CC=CC=1)(C1C=CC=CC=1)C1C=CC=CC=1)[P](C1C=CC=CC=1)(C1C=CC=CC=1)C1C=CC=CC=1>[C:49]([O:48][C:46]([N:8]([C:6]([O:5][C:1]([CH3:2])([CH3:3])[CH3:4])=[O:7])[C:9]1[C:14]([C:15]2[O:19][N:18]=[C:17]([C:20]3[CH:25]=[CH:24][C:23]([CH2:26][N:27]([CH3:35])[C:28](=[O:34])[O:29][C:30]([CH3:31])([CH3:33])[CH3:32])=[CH:22][C:21]=3[F:36])[CH:16]=2)=[CH:13][C:12]([C:54]2[CH:59]=[CH:58][C:57]([S:60]([CH:63]([CH3:65])[CH3:64])(=[O:61])=[O:62])=[CH:56][N:55]=2)=[CH:11][N:10]=1)=[O:47])([CH3:51])([CH3:50])[CH3:52] |f:2.3.4,^1:79,98|. Procedure details: A mixture of tert-butyl N-[[4-[5-[2-[bis(tert-butoxycarbonyl)amino]-5-(4,4,5,5-tetramethyl-1,3,2-dioxaborolan-2-yl)-3-pyridyl]isoxazol-3-yl]-3-fluoro-phenyl]methyl]-N-methyl-carbamate (322.6 mg, 0.3339 mmol) and 2-bromo-5-isopropylsulfonyl-pyridine (105.8 mg, 0.4007 mmol) in DMF (3 mL) was degassed and placed under an atmosphere of nitrogen. Pd(PPh3)2Cl2 (13.81 mg, 0.03339 mmol) was added and the reaction again degassed. 2M aqueous Na2CO3 (501.0 μL, 1.002 mmol) was added and the reaction was sti...